Dataset: the Open Reaction Database (ORD), a public repository of structured organic reaction records. Task: describe an organic reaction: reactants, conditions, products, and yield Reactants: CI, CC#N, CON=C(c1cccnc1)C(F)(F)F. Reaction SMILES: [CH3:15][I:16].[CH3:17][C:18]#[N:19].[CH3:1][O:2][N:3]=[C:4]([C:5]([F:6])([F:7])[F:8])[c:9]1[cH:10][n:11][cH:12][cH:13][cH:14]1>>[CH3:1][O:2][N:3]=[C:4]([C:5]([F:6])([F:7])[F:8])[c:9]1[cH:10][n+:11]([CH3:15])[cH:12][cH:13][cH:14]1.[I-:16]. Yields the product CON=C(c1ccc[n+](C)c1)C(F)(F)F, [I-]. The reactants are C[N+]1([O-])CCOCC1, CC#N, CC1(C)CN(C(=O)OCc2ccccc2)CC1O. Yields the product CC1(C)CN(C(=O)OCc2ccccc2)CC1=O. As a reaction SMILES: [CH3:19][N+:20]1([O-:21])[CH2:22][CH2:23][O:24][CH2:25][CH2:26]1.[CH3:27][C:28]#[N:29].[OH:1][CH:2]1[C:3]([CH3:17])([CH3:18])[CH2:4][N:5]([C:7](=[O:8])[O:9][CH2:10][c:11]2[cH:12][cH:13][cH:14][cH:15][cH:16]2)[CH2:6]1>>[O:1]=[C:2]1[C:3]([CH3:17])([CH3:18])[CH2:4][N:5]([C:7](=[O:8])[O:9][CH2:10][c:11]2[cH:12][cH:13][cH:14][cH:15][cH:16]2)[CH2:6]1.